Dataset: the Open Reaction Database (ORD), a public repository of structured organic reaction records. Task: describe an organic reaction: reactants, conditions, products, and yield Reactants: BrC=1C=C2CCN(C(C2=CC1)C1CCCCC1)C(=O)OC(C)(C)C (tert-butyl 6-bromo-1-cyclohexyl-3,4-dihydroisoquinoline-2(1H)-carboxylate), CN(C)C=O (DMF). Reagents/catalysts: [C-]#N.[Zn+2].[C-]#N (zinc cyanide), C1=CC=C(C=C1)P([C-]2C=CC=C2)C3=CC=CC=C3.C1=CC=C(C=C1)P([C-]2C=CC=C2)C3=CC=CC=C3.Cl[Pd]Cl.[Fe+2] ([1,1′-bis(diphenylphosphino)ferrocene]palladium chloride). Reaction conditions: temperature 120 celsius, time 10 hour. The product is C(#N)C=1C=C2CCN(C(C2=CC1)C1CCCCC1)C(=O)OC(C)(C)C (tert-butyl 6-cyano-1-cyclohexyl-3,4-dihydroisoquinoline-2(1H)-carboxylate). Reaction SMILES: Br[C:2]1[CH:3]=[C:4]2[C:9](=[CH:10][CH:11]=1)[CH:8]([CH:12]1[CH2:17][CH2:16][CH2:15][CH2:14][CH2:13]1)[N:7]([C:18]([O:20][C:21]([CH3:24])([CH3:23])[CH3:22])=[O:19])[CH2:6][CH2:5]2.[CH3:25][N:26](C=O)C>[C-]#N.[Zn+2].[C-]#N.C1C=CC(P(C2C=CC=CC=2)[C-]2C=CC=C2)=CC=1.C1C=CC(P(C2C=CC=CC=2)[C-]2C=CC=C2)=CC=1.Cl[Pd]Cl.[Fe+2]>[C:25]([C:2]1[CH:3]=[C:4]2[C:9](=[CH:10][CH:11]=1)[CH:8]([CH:12]1[CH2:13][CH2:14][CH2:15][CH2:16][CH2:17]1)[N:7]([C:18]([O:20][C:21]([CH3:24])([CH3:22])[CH3:23])=[O:19])[CH2:6][CH2:5]2)#[N:26] |f:2.3.4,5.6.7.8|. Procedure details: DMF (20 mL) was added to a mixture of tert-butyl 6-bromo-1-cyclohexyl-3,4-dihydroisoquinoline-2(1H)-carboxylate (1.41 g), zinc cyanide (848 mg), and [1,1′-bis(diphenylphosphino)ferrocene]palladium chloride (535 mg), which was then purged with argon gas. Subsequently, tris(dibenzylideneacetone)dipalladium (458 mg) was added to the mixture which was then stirred at 120° C. under an argon atmosphere for 10 hours. Further, tris(dibenzylideneacetone)dipalladium (200 mg) was added thereto, followed by... Reactants: COC1=CC2=C(C(CN(CC2)N=O)OC2=CC=CC=C2)C=C1OC (7,8-dimethoxy-3-nitroso-1-phenoxy-2,3,4,5-tetrahydro-3-benzazepine), C(C)(=O)O.O (acetic acid water). Reagents/catalysts: [Zn] (Zinc). Reaction conditions: time 3 hour. Product: C(\C=C/C(=O)O)(=O)O.NN1CCC2=C(C(C1)OC1=CC=CC=C1)C=C(C(=C2)OC)OC (3-Amino-7,8-dimethoxy-1-phenoxy-2,3,4,5-tetrahydro-3-benzazepine maleate). As a reaction SMILES: [CH3:1][O:2][C:3]1[C:22]([O:23][CH3:24])=[CH:21][C:6]2[CH:7]([O:14][C:15]3[CH:20]=[CH:19][CH:18]=[CH:17][CH:16]=3)[CH2:8][N:9]([N:12]=O)[CH2:10][CH2:11][C:5]=2[CH:4]=1.[C:25]([OH:28])(=[O:27])[CH3:26].[OH2:29]>[Zn]>[C:22]([OH:23])(=[O:29])/[CH:3]=[CH:26]\[C:25]([OH:28])=[O:27].[NH2:12][N:9]1[CH2:8][CH:7]([O:14][C:15]2[CH:16]=[CH:17][CH:18]=[CH:19][CH:20]=2)[C:6]2[CH:21]=[C:22]([O:23][CH3:24])[C:3]([O:2][CH3:1])=[CH:4][C:5]=2[CH2:11][CH2:10]1 |f:1.2,4.5|. Reported procedure: Zinc dust (9 g) was added to a solution of 7,8-dimethoxy-3-nitroso-1-phenoxy-2,3,4,5-tetrahydro-3-benzazepine (10 g) in 150 ml of 2:1 acetic acid/water. After stirring at ambient temperate for three hours, the reaction mixture was filtered, stirred with ice and basified with ammonium hydroxide. The oil which had separated was extracted with dichloromethane. The organic extract was washed with water and saturated sodium chloride solution, and thereafter dried (anhydrous magnesium sulfate), filter... Reactants: CNC1=CC=C(C=C1)[N+](=O)[O-] (4-methylamino-nitrobenzene), BrCC(=O)Cl (bromoacetyl chloride). The product is BrCC(=O)N(C1=CC=C(C=C1)[N+](=O)[O-])C (N-bromoacetyl-N-methyl-4-nitro-aniline). As a reaction SMILES: [CH3:1][NH:2][C:3]1[CH:8]=[CH:7][C:6]([N+:9]([O-:11])=[O:10])=[CH:5][CH:4]=1.[Br:12][CH2:13][C:14](Cl)=[O:15]>>[Br:12][CH2:13][C:14]([N:2]([CH3:1])[C:3]1[CH:4]=[CH:5][C:6]([N+:9]([O-:11])=[O:10])=[CH:7][CH:8]=1)=[O:15]. Procedure details: Prepared from 4-methylamino-nitrobenzene and bromoacetyl chloride Reactants: S(O)(O)(=O)=O.N1(CCNCC1)C1=C(C(=O)O)C=CC=C1 (2-piperazin-1-yl-benzoic acid sulfuric acid salt), B (borane). Solvent: O1CCCC1 (tetrahydrofuran), CO (methanol), O1CCCC1 (tetrahydrofuran). Run at time 8 hour. The product is N1(CCNCC1)C1=C(C=CC=C1)CO ((2-piperazin-1-yl-phenyl)-methanol). Reaction SMILES: S(=O)(=O)(O)O.[N:6]1([C:12]2[CH:20]=[CH:19][CH:18]=[CH:17][C:13]=2[C:14](O)=[O:15])[CH2:11][CH2:10][NH:9][CH2:8][CH2:7]1.B>O1CCCC1.CO>[N:6]1([C:12]2[CH:20]=[CH:19][CH:18]=[CH:17][C:13]=2[CH2:14][OH:15])[CH2:11][CH2:10][NH:9][CH2:8][CH2:7]1 |f:0.1|. Reported procedure: 2-piperazin-1-yl-benzoic acid sulfuric acid salt (˜10 mmol) was suspended in 50 mL of tetrahydrofuran. Then 100 mL of 1.0 M borane in tetrahydrofuran (100 mmol) was added and the reaction was stirred at room temperature overnight with a bubbler attached to release pressure in the flask. The reaction mixture was diluted with 50 mL of methanol. The reduced product (470 mg) crystallized out of the mixture during evaporation. Reactants: FC=1C=C2C(C3=NC4=CC=CC=C4C(N3C2=CC1N1CC(N(CC1)C(=O)OC(C)(C)C)C)=O)=O (8-Fluoro-9-(3-methyl-4-t-butyloxycarbonylpiperazinyl)indolo [2,1-b]quinazoline-6,12-dione), C(Cl)(Cl)Cl (Chloroform). Run in C(Cl)Cl (methylene chloride), FC(C(=O)O)(F)F (trifluoroacetic acid). Yields the product FC=1C=C2C(C3=NC4=CC=CC=C4C(N3C2=CC1N1CC(NCC1)C)=O)=O (8-Fluoro-9-(3-methylpiperazinyl)indolo[2,1-b]quinazoline-6,12-dione). Isolated yield 75.0%. RXN SMILES: [F:1][C:2]1[CH:3]=[C:4]2[C:16](=[CH:17][C:18]=1[N:19]1[CH2:24][CH2:23][N:22](C(OC(C)(C)C)=O)[CH:21]([CH3:32])[CH2:20]1)[N:15]1[C:6](=[N:7][C:8]3[C:13]([C:14]1=[O:33])=[CH:12][CH:11]=[CH:10][CH:9]=3)[C:5]2=[O:34].C(Cl)(Cl)Cl>C(Cl)Cl.FC(F)(F)C(O)=O>[F:1][C:2]1[CH:3]=[C:4]2[C:16](=[CH:17][C:18]=1[N:19]1[CH2:24][CH2:23][NH:22][CH:21]([CH3:32])[CH2:20]1)[N:15]1[C:6](=[N:7][C:8]3[C:13]([C:14]1=[O:33])=[CH:12][CH:11]=[CH:10][CH:9]=3)[C:5]2=[O:34]. Procedure: A solution of 8-fluoro-9-(3-methyl-4-t-butyloxycarbonylpiperazinyl)-indolo[2,1-b]quinazoline-6-12-dione (0.19 g, 0.4 mmol) (from Example 53) in methylene chloride (7 mL) and trifluoroacetic acid (7 mL) was stirred for 1 h. Chloroform was added and the chloroform/methylene chloride solution was washed with saturated sodium bicarbonate. The organic layer was separated, dried and concentrated to give a solid. Purification of the crude product by silica gel chromatography (chloroform eluent) gave th... Starting materials: Cl.N[C@H]1CC[C@H](CC1)NC(=O)C1=C(NC=2C1=NC=CC2C2=C(C=C(C=C2)OC)OCC2CC2)C (N-(cis-4-aminocyclohexyl)-7-[2-(cyclopropylmethoxy)-4-methoxyphenyl]-2-methyl-1H-pyrrolo[3,2-b]pyridine-3-carboxamide hydrochloride), COCC(=O)Cl (methoxy-acetyl chloride). Yields the product C1(CC1)COC1=C(C=CC(=C1)OC)C1=C2C(=NC=C1)C(=C(N2)C)C(=O)N[C@@H]2CC[C@@H](CC2)NC(COC)=O (7-[2-(Cyclopropylmethoxy)-4-methoxyphenyl]-N-{cis-4-[(methoxyacetyl)amino]cyclohexyl}-2-methyl-1H-pyrrolo[3,2-b]pyridine-3-carboxamide). RXN SMILES: Cl.[NH2:2][C@@H:3]1[CH2:8][CH2:7][C@H:6]([NH:9][C:10]([C:12]2[C:16]3=[N:17][CH:18]=[CH:19][C:20]([C:21]4[CH:26]=[CH:25][C:24]([O:27][CH3:28])=[CH:23][C:22]=4[O:29][CH2:30][CH:31]4[CH2:33][CH2:32]4)=[C:15]3[NH:14][C:13]=2[CH3:34])=[O:11])[CH2:5][CH2:4]1.[CH3:35][O:36][CH2:37][C:38](Cl)=[O:39]>>[CH:31]1([CH2:30][O:29][C:22]2[CH:23]=[C:24]([O:27][CH3:28])[CH:25]=[CH:26][C:21]=2[C:20]2[CH:19]=[CH:18][N:17]=[C:16]3[C:12]([C:10]([NH:9][C@H:6]4[CH2:7][CH2:8][C@@H:3]([NH:2][C:38](=[O:39])[CH2:37][O:36][CH3:35])[CH2:4][CH2:5]4)=[O:11])=[C:13]([CH3:34])[NH:14][C:15]=23)[CH2:32][CH2:33]1 |f:0.1|. Procedure details: Starting from N-(cis-4-aminocyclohexyl)-7-[2-(cyclopropylmethoxy)-4-methoxyphenyl]-2-methyl-1H-pyrrolo[3,2-b]pyridine-3-carboxamide hydrochloride (example D.f13) and commercially methoxy-acetyl chloride the title compound is obtained as colorless solid. Reactants: [H-].[Na+] (Sodium hydride), BrC=1C=C2C=CNC2=NC1 (5-bromo-7-azaindole), C(C)(C)[Si](C(C)C)(C(C)C)Cl (Triisopropylsilyl chloride). The solvent is C1CCOC1 (THF). Run at time 15 minute. Product: BrC=1C=C2C(=NC1)N(C=C2)[Si](C(C)C)(C(C)C)C(C)C (5-bromo-1-(triisopropylsilyl)-1H-pyrrolo[2,3-b]pyridine). The yield is 87.9%. As a reaction SMILES: [H-].[Na+].[Br:3][C:4]1[CH:5]=[C:6]2[C:10](=[N:11][CH:12]=1)[NH:9][CH:8]=[CH:7]2.[CH:13]([Si:16](Cl)([CH:20]([CH3:22])[CH3:21])[CH:17]([CH3:19])[CH3:18])([CH3:15])[CH3:14]>C1COCC1>[Br:3][C:4]1[CH:5]=[C:6]2[CH:7]=[CH:8][N:9]([Si:16]([CH:20]([CH3:22])[CH3:21])([CH:17]([CH3:19])[CH3:18])[CH:13]([CH3:15])[CH3:14])[C:10]2=[N:11][CH:12]=1 |f:0.1|. Procedure details: Sodium hydride (0.63 g, 25.15 mol) was added in small portion to a stirred solution of 5-bromo-7-azaindole (3.3 g, 16.75 mmol) in THF (50 mL) at room temperature and the resulting suspension was stirred at room temperature for 15 min. Triisopropylsilyl chloride (5.3 mL, 25.15 mmol) was added and the mixture was heated at 80° C. for 3 h. The solvent was evaporated and the residue was dissolved in water (50 mL). The aqueous layer was extracted with EtOAc (3×50 mL), dried (Na2SO4) and concentrated ... Starting materials: ClCC1=CC=C(OCC=2N=C(OC2C)C2=CC=CC=C2)C=C1 (4-(4-chloromethylphenoxymethyl)-5-methyl-2-phenyloxazole), ON1C(C=2C(C1=O)=CC=CC2)=O (N-hydroxyphthalimide), C([O-])([O-])=O.[K+].[K+] (potassium carbonate), CN(C=O)C (N,N-dimethylformamide). The solvent is O (water). Reaction conditions: time 20 hour. Yields the product CC1=C(N=C(O1)C1=CC=CC=C1)COC1=CC=C(CON2C(C=3C(C2=O)=CC=CC3)=O)C=C1 (N-[4-(5-methyl-2-phenyl-4-oxazolylmethoxy)benzyloxy]phthalimide). Isolated yield 92.8%. As a reaction SMILES: Cl[CH2:2][C:3]1[CH:22]=[CH:21][C:6]([O:7][CH2:8][C:9]2[N:10]=[C:11]([C:15]3[CH:20]=[CH:19][CH:18]=[CH:17][CH:16]=3)[O:12][C:13]=2[CH3:14])=[CH:5][CH:4]=1.[OH:23][N:24]1[C:28](=[O:29])[C:27]2=[CH:30][CH:31]=[CH:32][CH:33]=[C:26]2[C:25]1=[O:34].C(=O)([O-])[O-].[K+].[K+].CN(C)C=O>O>[CH3:14][C:13]1[O:12][C:11]([C:15]2[CH:20]=[CH:19][CH:18]=[CH:17][CH:16]=2)=[N:10][C:9]=1[CH2:8][O:7][C:6]1[CH:21]=[CH:22][C:3]([CH2:2][O:23][N:24]2[C:25](=[O:34])[C:26]3=[CH:33][CH:32]=[CH:31][CH:30]=[C:27]3[C:28]2=[O:29])=[CH:4][CH:5]=1 |f:2.3.4|. Procedure: A mixture of 4-(4-chloromethylphenoxymethyl)-5-methyl-2-phenyloxazole (5.00 g), N-hydroxyphthalimide (2.59 g), potassium carbonate (4.40 g) and N,N-dimethylformamide (50 ml) was stirred at room temperature for 20 hours, and water (500 ml) was added. The resultant crystals were filtered, and washed with water to obtain N-[4-(5-methyl-2-phenyl-4-oxazolylmethoxy)benzyloxy]phthalimide (6.49 g, yield 93%) as colorless crystals. m.p. 155-156° C. Starting materials: CC=1CC2=CC=CC=C2C1N1CCCC1 (1-(2-Methyl-1H-3-indenyl)pyrrolidine), [Li]CCCC (n-BuLi). The solvent is CCCCCC (hexane). Run at time 8 hour. The product is CC=1C(C2=CC=CC=C2C1)(N1CCCC1)[Li] ((2-methyl-1-(1-pyrrolidinyl)-1H-indenyl)lithium). Yield: 87.0%. As a reaction SMILES: [CH3:1][C:2]1[CH2:3][C:4]2[C:9]([C:10]=1[N:11]1[CH2:15][CH2:14][CH2:13][CH2:12]1)=[CH:8][CH:7]=[CH:6][CH:5]=2.[Li:16]CCCC>CCCCCC>[CH3:1][C:2]1[C:10]([Li:16])([N:11]2[CH2:15][CH2:14][CH2:13][CH2:12]2)[C:9]2[C:4]([CH:3]=1)=[CH:5][CH:6]=[CH:7][CH:8]=2. Procedure details: 1-(2-Methyl-1H-3-indenyl)pyrrolidine (16.276 g, 81.67 mmol) was stirred in hexane (250 mL) as n-BuLi (98.0 mmol, 49.0 mL of 2.0 M solution in cyclohexane) was added dropwise. This mixture was allowed to stir overnight during which time a precipitate formed. After the reaction period the mixture was filtered. The desired product was isolated as a pale yellow solid following washing with hexane and drying under vacuum and was used without further purification or analysis (14.51 g, 87 percent yield...